Dataset: the Open Reaction Database (ORD), a public repository of structured organic reaction records. Task: describe an organic reaction: reactants, conditions, products, and yield Starting materials: ClC(Cl)OC(Cl)Cl, O=C(O)C(c1ccc(O)cc1)S(=O)(=O)O, O=S(=O)(O)O. Yields the product O=C(O)C(c1ccc(O)c(CCl)c1)S(=O)(=O)O. RXN SMILES: [Cl:16][CH:17]([O:18][CH:19]([Cl:20])[Cl:21])[Cl:22].[S:1](=[O:2])(=[O:3])([OH:4])[CH:5]([C:6](=[O:7])[OH:8])[c:9]1[cH:10][cH:11][c:12]([OH:15])[cH:13][cH:14]1.[S:23](=[O:24])(=[O:25])([OH:26])[OH:27]>>[S:1](=[O:2])(=[O:3])([OH:4])[CH:5]([C:6](=[O:7])[OH:8])[c:9]1[cH:10][c:11]([CH2:17][Cl:16])[c:12]([OH:15])[cH:13][cH:14]1. Reaction SMILES: [CH3:1][O:2][C:3](=[O:4])[CH:5]1[N:6]([C:19](=[O:20])[O:21][C:22]([CH3:23])([CH3:24])[CH3:25])[CH2:7][CH:8]([NH:10][CH:11]2[CH2:12][CH2:13][C:14]([CH3:17])([CH3:18])[CH2:15][CH2:16]2)[CH2:9]1.[CH3:26][S:27](=[O:28])(=[O:29])[Cl:30].[Cl:31][CH2:32][Cl:33]>>[CH3:1][O:2][C:3](=[O:4])[CH:5]1[N:6]([C:19](=[O:20])[O:21][C:22]([CH3:23])([CH3:24])[CH3:25])[CH2:7][CH:8]([N:10]([CH:11]2[CH2:12][CH2:13][C:14]([CH3:17])([CH3:18])[CH2:15][CH2:16]2)[S:27]([CH3:26])(=[O:28])=[O:29])[CH2:9]1. Product: COC(=O)C1CC(N(C2CCC(C)(C)CC2)S(C)(=O)=O)CN1C(=O)OC(C)(C)C. Starting materials: COC(=O)C1CC(NC2CCC(C)(C)CC2)CN1C(=O)OC(C)(C)C, CS(=O)(=O)Cl, ClCCl.